From a dataset of the Open Reaction Database (ORD), a public repository of structured organic reaction records. describe an organic reaction: reactants, conditions, products, and yield Starting materials: BrC(Br)(Br)Br, CCCCCC1CCC(CCc2ccc(C=O)cc2)CC1, ClCCl, CCCCC, [Zn], c1ccc(P(c2ccccc2)c2ccccc2)cc1. Product: CCCCCC1CCC(CCc2ccc(C=C(Br)Br)cc2)CC1. RXN SMILES: [Br:1][C:2]([Br:3])([Br:4])[Br:5].[CH2:25]([CH2:26][CH2:27][CH2:28][CH3:29])[CH:30]1[CH2:31][CH2:32][CH:33]([CH2:36][CH2:37][c:38]2[cH:39][cH:40][c:41]([CH:42]=[O:43])[cH:44][cH:45]2)[CH2:34][CH2:35]1.[CH2:51]([Cl:52])[Cl:53].[CH3:46][CH2:47][CH2:48][CH2:49][CH3:50].[Zn:54].[c:6]1([P:7]([c:8]2[cH:9][cH:10][cH:11][cH:12][cH:13]2)[c:14]2[cH:15][cH:16][cH:17][cH:18][cH:19]2)[cH:20][cH:21][cH:22][cH:23][cH:24]1>>[Br:1][C:2]([Br:5])=[CH:42][c:41]1[cH:40][cH:39][c:38]([CH2:37][CH2:36][CH:33]2[CH2:32][CH2:31][CH:30]([CH2:25][CH2:26][CH2:27][CH2:28][CH3:29])[CH2:35][CH2:34]2)[cH:45][cH:44]1. The reactants are S1C2=C(C(=C1)C(=O)C1CCNCC1)C=CC=C2 ((benzo[b]thiophene-3-yl)(4-piperidinyl)methanone), C([O-])([O-])=O.[K+].[K+] (potassium carbonate), C(F)(F)(F)C(=O)O (CF3CO2H), COC1=CC=C(C=C1)CCBr (2-(4-methoxyphenyl)ethyl bromide). Run in CN(C=O)C (dimethylformamide). Run at temperature 90 celsius, time 8 hour. The product is S1C2=C(C(=C1)C(=O)C1CCN(CC1)CCC1=CC=C(C=C1)OC)C=CC=C2 ([Benzo[b]thiophene-3-yl][1-[2-(4-methoxyphenyl)ethyl]-4-piperidinyl]methanone). Reaction SMILES: [S:1]1[CH:5]=[C:4]([C:6]([CH:8]2[CH2:13][CH2:12][NH:11][CH2:10][CH2:9]2)=[O:7])[C:3]2[CH:14]=[CH:15][CH:16]=[CH:17][C:2]1=2.C(C(O)=O)(F)(F)F.[CH3:25][O:26][C:27]1[CH:32]=[CH:31][C:30]([CH2:33][CH2:34]Br)=[CH:29][CH:28]=1.C(=O)([O-])[O-].[K+].[K+]>CN(C)C=O>[S:1]1[CH:5]=[C:4]([C:6]([CH:8]2[CH2:9][CH2:10][N:11]([CH2:34][CH2:33][C:30]3[CH:31]=[CH:32][C:27]([O:26][CH3:25])=[CH:28][CH:29]=3)[CH2:12][CH2:13]2)=[O:7])[C:3]2[CH:14]=[CH:15][CH:16]=[CH:17][C:2]1=2 |f:3.4.5|. Procedure: Mix (benzo[b]thiophene-3-yl)(4-piperidinyl)methanone.CF3CO2H (2.0 g, 5.56 mmol), 2-(4-methoxyphenyl)ethyl bromide (1.27 g, 5.93 mmol), potassium carbonate (1.95 g, 1.41 mmol) and anhydrous dimethylformamide (20 mL). Warm to approximately 90° C. and stir overnight. Allow to cool to room temperature and partition between a 2:1 mixture of ethyl acetate:toluene and water. Separate the aqueous phase and wash the organic phase with water and saturated sodium chloride. Dry (Na2SO4) and evaporate the so... Starting materials: FC1=C(C=CC(=C1)[N+](=O)[O-])N1N=CN=C1C (1-(2-fluoro-4-nitrophenyl)-5-methyl-1H-1,2,4-triazole), [H-].[Na+] (NaH), C(C=C)O (Allyl alcohol). Run in CN(C)C=O (DMF). Reaction conditions: temperature 0 celsius, time 30 minute. The product is C(C=C)OC1=C(C=CC(=C1)[N+](=O)[O-])N1N=CN=C1C (1-(2-(allyloxy)-4-nitrophenyl)-5-methyl-1H-1,2,4-triazole). Isolated yield 51.2%. As a reaction SMILES: [H-].[Na+].F[C:4]1[CH:9]=[C:8]([N+:10]([O-:12])=[O:11])[CH:7]=[CH:6][C:5]=1[N:13]1[C:17]([CH3:18])=[N:16][CH:15]=[N:14]1.[CH2:19]([OH:22])[CH:20]=[CH2:21]>CN(C=O)C>[CH2:19]([O:22][C:4]1[CH:9]=[C:8]([N+:10]([O-:12])=[O:11])[CH:7]=[CH:6][C:5]=1[N:13]1[C:17]([CH3:18])=[N:16][CH:15]=[N:14]1)[CH:20]=[CH2:21] |f:0.1|. Reported procedure: A suspension of NaH (0.675 g, 16.88 mmol, 60% dispersion in mineral oil) in DMF (25 mL) was cooled to 0° C. A solution 1-(2-fluoro-4-nitrophenyl)-5-methyl-1H-1,2,4-triazole (2.50 g, 11.25 mmol) was added dropwise. Allyl alcohol (0.784 g, 13.5 mmol) was added via syringe over 5 min. The reaction mixture was allowed to warm up to room temperature. After 30 min, TLC showed completion of reaction. It was slowly quenched with water (10 mL), diluted with brine (100 mL), and extracted with EtOAc (3×50 ... Yields the product NC1=CC=C(C=C1)C12C(NC(C(C1)(C2)C)=O)=O (1-(4-aminophenyl)-5-methyl-3-azabicyclo[3.1.1]heptane-2,4-dione). Reactants: CC12C(NC(C(C1)(C2)C2=CC=C(C=C2)[N+](=O)[O-])=O)=O (5-methyl-1-(4-nitrophenyl)-3-azabicyclo[3.1.1]heptane-2,4-dione), C(C)O (ethanol). Solvent: COCCO (2-methoxyethanol). Reported procedure: In a manner analogous to that described in Example 12a, 3.7 g of 5-methyl-1-(4-nitrophenyl)-3-azabicyclo[3.1.1]heptane-2,4-dione in 80 ml of 2-methoxyethanol are hydrogenated in the presence of 0.4 g of 5% palladium-on-carbon and worked up. Melting point 216° (from ethanol). The reagents and catalysts are [Pd] (palladium-on-carbon). RXN SMILES: [CH3:1][C:2]12[CH2:8][C:6]([C:9]3[CH:14]=[CH:13][C:12]([N+:15]([O-])=O)=[CH:11][CH:10]=3)([CH2:7]1)[C:5](=[O:18])[NH:4][C:3]2=[O:19].C(O)C>COCCO.[Pd]>[NH2:15][C:12]1[CH:11]=[CH:10][C:9]([C:6]23[CH2:8][C:2]([CH3:1])([CH2:7]2)[C:3](=[O:19])[NH:4][C:5]3=[O:18])=[CH:14][CH:13]=1. Reactants: C(C)OC(N1C(NCC1)=N[N+](=O)[O-])OCC (1-diethoxymethyl-2-nitroiminoimidazolidine), NC1=C(C=CC=C1)C(F)(F)F (o-aminobenzotrifluoride), CN1C(N(CC1)C)=O (1,3-dimethyl-2-imidazolidinone). Solvent: O (water). The product is FC(C1=C(C=CC=C1)N=CN1C(NCC1)=N[N+](=O)[O-])(F)F (1-(2-trifluoromethylphenyliminomethyl)-2-nitroiminoimidazolidine). Yield: 52.9%. Reaction SMILES: C(O[CH:4](OCC)[N:5]1[CH2:9][CH2:8][NH:7][C:6]1=[N:10][N+:11]([O-:13])=[O:12])C.[NH2:17][C:18]1[CH:23]=[CH:22][CH:21]=[CH:20][C:19]=1[C:24]([F:27])([F:26])[F:25].CN1CCN(C)C1=O>O>[F:25][C:24]([F:26])([F:27])[C:19]1[CH:20]=[CH:21][CH:22]=[CH:23][C:18]=1[N:17]=[CH:4][N:5]1[CH2:9][CH2:8][NH:7][C:6]1=[N:10][N+:11]([O-:13])=[O:12]. Reported procedure: 0.05 g of boron trifluoride ether complex was added under ice-cooling conditions to a mixture of 5.0 g of 1-diethoxymethyl-2-nitroiminoimidazolidine, 3.47 g of o-aminobenzotrifluoride and 5 ml of 1,3-dimethyl-2-imidazolidinone. Immediately, the reaction mixture was poured into water, extracted with ethyl acetate, washed with water, dried and concentrated. Ether was added to the resultant oily residue and the resultant crystals were removed by filtration, followed by washing with hot ethyl acetat... Starting materials: C(C)(=O)Cl (acetyl chloride), [Cl-].[Al+3].[Cl-].[Cl-] (aluminium chloride), [Cl-].[Li+] (lithium chloride), C1(=CC=CC=C1)C (toluene). Solvent: ClC(C)Cl (dichloroethane), ClC(C)Cl (dichloroethane). Conditions: time 1 hour. Yields the product CC1=CC=C(C=C1)C(=O)C (4-methylacetophenone). As a reaction SMILES: [Cl-].[Al+3].[Cl-].[Cl-].[Cl-].[Li+].[C:7]1([CH3:13])[CH:12]=[CH:11][CH:10]=[CH:9][CH:8]=1.[C:14](Cl)(=[O:16])[CH3:15]>ClC(Cl)C>[CH3:13][C:7]1[CH:12]=[CH:11][C:10]([C:14]([CH3:15])=[O:16])=[CH:9][CH:8]=1 |f:0.1.2.3,4.5|. Reported procedure: To an agitated mixture of aluminium chloride (20 g., 0.15 mole) and lithium chloride (3.18 g., 0.075 mole) and dichloroethane (20 ml) at -15° C. was slowly added toluene (4.6 g., 0.05 mole) and acetyl chloride (3.93 g., 0.05 mole) in dichloroethane (10 ml). The reaction mixture was left at -15° C. for one hour then allowed to warm up to room temperature overnight. After working up as described in Example 1, the 4-methylacetophenone obtained (7.17 g.), had a 1H NMR estimated purity of about 95%. ... The reactants are FC=1C=C(C=CC1)[C@@H]([C@@H](CO)O)N1C=CC2=CC=CC=C12 ((2S,3S)-3-(3-fluorophenyl)-3-(1H-indol-1-yl)propane-1,2-diol), N1=CC=CC=C1 (pyridine), C1(=CC=C(C=C1)S(=O)(=O)Cl)C (para-toluenesulfonyl chloride). Run in C(C)(=O)OCC (ethyl acetate). Run at time 3 hour. Yields the product C1(CC1)NC[C@H]([C@@H](N1C=CC2=CC=CC=C12)C1=CC(=CC=C1)F)O ((1S,2R)-3-(cyclopropylamino)-1-(3-fluorophenyl)-1-(1H-indol-1-yl)propan-2-ol). RXN SMILES: [F:1][C:2]1[CH:3]=[C:4]([C@H:8]([N:13]2[C:21]3[C:16](=[CH:17][CH:18]=[CH:19][CH:20]=3)[CH:15]=[CH:14]2)[C@H:9]([OH:12])[CH2:10]O)[CH:5]=[CH:6][CH:7]=1.C1(C)C=CC(S(Cl)(=O)=O)=CC=1.[N:33]1[CH:38]=[CH:37][CH:36]=CC=1>C(OCC)(=O)C>[CH:38]1([NH:33][CH2:10][C@@H:9]([OH:12])[C@H:8]([C:4]2[CH:5]=[CH:6][CH:7]=[C:2]([F:1])[CH:3]=2)[N:13]2[C:21]3[C:16](=[CH:17][CH:18]=[CH:19][CH:20]=3)[CH:15]=[CH:14]2)[CH2:36][CH2:37]1. Reported procedure: (2S,3S)-3-(3-Fluorophenyl)-3-(1H-indol-1-yl)propane-1,2-diol (example 47, step 5) (0.6 g, 2.1 mmol) was dissolved in pyridine (5 mL) and para-toluenesulfonyl chloride (0.44 g, 2.3 mmol) was added. The mixture was stirred for 3 hours then the reaction mixture was diluted with ethyl acetate and washed with water, followed by a saturated aqueous solution of copper sulfate, a 2N aqueous solution of hydrochloric acid, and saturated brine. The organic layer was separated, dried over anhydrous magnesiu...